This data is from the Open Reaction Database (ORD), a public repository of structured organic reaction records. The task is: describe an organic reaction: reactants, conditions, products, and yield RXN SMILES: C([O:5][C:6](=[O:17])[CH2:7][O:8][C:9]1[CH:14]=[CH:13][C:12]([Cl:15])=[CH:11][C:10]=1Br)(C)(C)C.[Cl:18][C:19]1[CH:20]=[C:21]([C:25]#[CH:26])[CH:22]=[CH:23][CH:24]=1>>[Cl:15][C:12]1[CH:13]=[CH:14][C:9]([O:8][CH2:7][C:6]([OH:5])=[O:17])=[C:10]([C:26]#[C:25][C:21]2[CH:22]=[CH:23][CH:24]=[C:19]([Cl:18])[CH:20]=2)[CH:11]=1. The reactants are C(C)(C)(C)OC(COC1=C(C=C(C=C1)Cl)Br)=O (tert-butyl(2-bromo-4-chlorophenoxy)acetate), C(C)(C)(C)OC(COC1=C(C=C(C=C1)Cl)Br)=O (tert-butyl(2-bromo-4-chlorophenoxy)acetate), ClC=1C=C(C=CC1)C#C (3-chloro-1-ethynylbenzene). The product is ClC1=CC(=C(OCC(=O)O)C=C1)C#CC1=CC(=CC=C1)Cl ({4-chloro-2-[(3-chlorophenyl)ethynyl]phenoxy}acetic acid). Reported procedure: Following the general method as outlined in Example 1, starting from tert-butyl(2-bromo-4-chlorophenoxy)acetate (Intermediate 1) and 3-chloro-1-ethynylbenzene (Aldrich), the title compound was obtained as a brown solid after purification by preparative HPLC. The reactants are C(C)(=O)OCC(C)(C)N1N=CC(=C1C1=CC=C(C=C1)F)C(N)=O (2-(4-carbamoyl-5-(4-fluorophenyl)-1H-pyrazol-1-yl)-2-methylpropyl acetate), [OH-].[Na+] (sodium hydroxide), O (water), Cl (hydrochloric acid). The solvent is CO (methanol). Conditions: temperature 60 celsius, time 1 hour. Yields the product FC1=CC=C(C=C1)C1=C(C=NN1C(CO)(C)C)C(=O)N (5-(4-fluorophenyl)-1-(1-hydroxy-2-methylpropan-2-yl)-1H-pyrazole-4-carboxamide). The yield is 72.0%. RXN SMILES: C([O:4][CH2:5][C:6]([N:9]1[C:13]([C:14]2[CH:19]=[CH:18][C:17]([F:20])=[CH:16][CH:15]=2)=[C:12]([C:21](=[O:23])[NH2:22])[CH:11]=[N:10]1)([CH3:8])[CH3:7])(=O)C.[OH-].[Na+].O.Cl>CO>[F:20][C:17]1[CH:18]=[CH:19][C:14]([C:13]2[N:9]([C:6]([CH3:8])([CH3:7])[CH2:5][OH:4])[N:10]=[CH:11][C:12]=2[C:21]([NH2:22])=[O:23])=[CH:15][CH:16]=1 |f:1.2|. Reported procedure: To a solution of the compound (95 mg, 0.30 mmol) obtained in step 1 in methanol (3 mL) was added 6N aqueous sodium hydroxide solution (0.05 mL), and the mixture was stirred at 60° C. for 1 hr. To the reaction mixture were added water and 6M hydrochloric acid, and the mixture was extracted with ethyl acetate. The organic layer was washed with saturated brine and dried, and the solvent was evaporated under reduced pressure to give 5-(4-fluorophenyl)-1-(1-hydroxy-2-methylpropan-2-yl)-1H-pyrazole-4-... The reactants are [Cr](=O)(=O)([O-])Cl.[NH+]1=CC=CC=C1 (pyridinium chlorochromate), OCC1=C(C=C(C(=C1)COC)C(C)C)C(C)C (2-Hydroxymethyl-4-methoxymethyl-1,5-diisopropylbenzene). Run in C(Cl)Cl (methylene chloride). Run at time 8 hour. Product: C(C)(C)C1=C(C=O)C=C(C(=C1)C(C)C)COCC (2,4-Diisopropyl-5-ethoxymethyl-benzaldehyde). As a reaction SMILES: [Cr](Cl)([O-])(=O)=O.[NH+]1C=CC=C[CH:7]=1.[OH:12][CH2:13][C:14]1[CH:19]=[C:18]([CH2:20][O:21][CH3:22])[C:17]([CH:23]([CH3:25])[CH3:24])=[CH:16][C:15]=1[CH:26]([CH3:28])[CH3:27]>C(Cl)Cl>[CH:26]([C:15]1[CH:16]=[C:17]([CH:23]([CH3:24])[CH3:25])[C:18]([CH2:20][O:21][CH2:22][CH3:7])=[CH:19][C:14]=1[CH:13]=[O:12])([CH3:28])[CH3:27] |f:0.1|. Reported procedure: 17.2 g (80 mmol) of pyridinium chlorochromate are added to a solution of 15.7 g (66.5 mmol) of the compound from Example 4 in 300 ml of methylene chloride, the mixture is stirred overnight at room temperature, filtered with suction through kieselgur, washed with 200 ml of methylene chloride, and dried using sodium sulphate. Reactants: CN(C)C=O, ClCc1ccccc1, [H-], [Na+], O, OCC1=CCCCO1. Product: C1=C(COCc2ccccc2)OCCC1. RXN SMILES: [CH3:20][N:21]([CH3:22])[CH:23]=[O:24].[Cl:11][CH2:12][c:13]1[cH:14][cH:15][cH:16][cH:17][cH:18]1.[H-:9].[Na+:10].[OH2:19].[OH:1][CH2:2][C:3]1=[CH:4][CH2:5][CH2:6][CH2:7][O:8]1>>[O:1]([CH2:2][C:3]1=[CH:4][CH2:5][CH2:6][CH2:7][O:8]1)[CH2:12][c:13]1[cH:14][cH:15][cH:16][cH:17][cH:18]1. Starting materials: CNC(=O)c1ccccc1, [Li]CCCC, CCCCCC, [Cl-], CN(C)Cc1ccccc1C(=O)c1ccc(Cl)cc1, [NH4+], C1CCOC1. Yields the product CNC(=O)c1ccccc1C(O)(c1ccc(Cl)cc1)c1ccccc1CN(C)C. Reaction SMILES: [C:1]([c:2]1[cH:3][cH:4][cH:5][cH:6][cH:7]1)(=[O:8])[NH:9][CH3:10].[CH2:11]([Li:12])[CH2:13][CH2:14][CH3:15].[CH3:37][CH2:38][CH2:39][CH2:40][CH2:41][CH3:42].[Cl-:35].[Cl:16][c:17]1[cH:18][cH:19][c:20]([C:23]([c:24]2[c:25]([CH2:30][N:31]([CH3:32])[CH3:33])[cH:26][cH:27][cH:28][cH:29]2)=[O:34])[cH:21][cH:22]1.[NH4+:36].[O:43]1[CH2:44][CH2:45][CH2:46][CH2:47]1>>[C:1]([c:2]1[c:3]([C:23]([c:20]2[cH:19][cH:18][c:17]([Cl:16])[cH:22][cH:21]2)([c:24]2[c:25]([CH2:30][N:31]([CH3:32])[CH3:33])[cH:26][cH:27][cH:28][cH:29]2)[OH:34])[cH:4][cH:5][cH:6][cH:7]1)(=[O:8])[NH:9][CH3:10]. Reactants: CC#N, FC(F)(F)CN=C=S, Nc1cncc(Cl)n1. Product: FC(F)(F)CNC(=S)Nc1cncc(Cl)n1. RXN SMILES: [CH3:17][C:18]#[N:19].[F:9][C:10]([CH2:11][N:12]=[C:13]=[S:14])([F:15])[F:16].[NH2:1][c:2]1[n:3][c:4]([Cl:8])[cH:5][n:6][cH:7]1>>[NH:1]([c:2]1[n:3][c:4]([Cl:8])[cH:5][n:6][cH:7]1)[C:13]([NH:12][CH2:11][C:10]([F:9])([F:15])[F:16])=[S:14]. Starting materials: N1C=CC2=CC=CC=C12 (1H-indole), BrCCBr (1,2-dibromoethane). Yields the product BrCCN1C=CC2=CC=CC=C12 (1-(2-Bromoethyl)-1H-indole). Reaction SMILES: [NH:1]1[C:9]2[C:4](=[CH:5][CH:6]=[CH:7][CH:8]=2)[CH:3]=[CH:2]1.[Br:10][CH2:11][CH2:12]Br>>[Br:10][CH2:11][CH2:12][N:1]1[C:9]2[C:4](=[CH:5][CH:6]=[CH:7][CH:8]=2)[CH:3]=[CH:2]1. Reported procedure: The procedure is as for Example 39 using as substrate 1H-indole and 1,2-dibromoethane. Reactants: C(C)(=O)SCCC(=O)N1[C@H](C(=O)O)CC(C1)(O)CC=C (1-[3-(Acetylthio)-1-oxopropyl]-4-allyl-4-hydroxy-L-proline), N (ammonia). The product is C(C=C)C1(C[C@H](N(C1)C(CCS)=O)C(=O)O)O (4-allyl-4-hydroxy-1-(3-mercapto-1-oxopropyl)-L-proline). As a reaction SMILES: C([S:4][CH2:5][CH2:6][C:7]([N:9]1[CH2:16][C:15]([CH2:18][CH:19]=[CH2:20])([OH:17])[CH2:14][C@H:10]1[C:11]([OH:13])=[O:12])=[O:8])(=O)C.N>>[CH2:18]([C:15]1([OH:17])[CH2:16][N:9]([C:7](=[O:8])[CH2:6][CH2:5][SH:4])[C@H:10]([C:11]([OH:13])=[O:12])[CH2:14]1)[CH:19]=[CH2:20]. Procedure details: The product from part (b) is treated with concentrated ammonia according to the procedure of Example 2 to yield 4-allyl-4-hydroxy-1-(3-mercapto-1-oxopropyl)-L-proline. The reactants are Cc1ccc2c(N3CCNCC3)cccc2n1, CS(=O)(=O)OCCc1cccc([N+](=O)[O-])c1, CN(C)C=O, CCN(C(C)C)C(C)C. Yields the product Cc1ccc2c(N3CCN(CCc4cccc([N+](=O)[O-])c4)CC3)cccc2n1. Reaction SMILES: [CH3:10][c:11]1[n:12][c:13]2[cH:14][cH:15][cH:16][c:17]([N:21]3[CH2:22][CH2:23][NH:24][CH2:25][CH2:26]3)[c:18]2[cH:19][cH:20]1.[CH3:27][S:28]([O:29][CH2:32][CH2:33][c:34]1[cH:35][c:36]([N+:40](=[O:41])[O-:42])[cH:37][cH:38][cH:39]1)(=[O:30])=[O:31].[CH3:43][N:44]([CH3:45])[CH:46]=[O:47].[CH:1]([N:2]([CH2:3][CH3:4])[CH:5]([CH3:6])[CH3:7])([CH3:8])[CH3:9]>>[CH3:10][c:11]1[n:12][c:13]2[cH:14][cH:15][cH:16][c:17]([N:21]3[CH2:22][CH2:23][N:24]([CH2:32][CH2:33][c:34]4[cH:35][c:36]([N+:40](=[O:41])[O-:42])[cH:37][cH:38][cH:39]4)[CH2:25][CH2:26]3)[c:18]2[cH:19][cH:20]1.